From a dataset of the Open Reaction Database (ORD), a public repository of structured organic reaction records. describe an organic reaction: reactants, conditions, products, and yield The reactants are BrC1=CN=CC2=CC=CC=C12 (4-bromoisoquinoline), N1CCC(CC1)CCO (2-(4-piperidyl)ethanol), CC(C)([O-])C.[Na+] (sodium tert-butoxide). Reagents/catalysts: C=1C=CC(=CC1)/C=C/C(=O)/C=C/C2=CC=CC=C2.C=1C=CC(=CC1)/C=C/C(=O)/C=C/C2=CC=CC=C2.C=1C=CC(=CC1)/C=C/C(=O)/C=C/C2=CC=CC=C2.[Pd].[Pd] (tris(dibenzylideneacetone)dipalladium), C=1C=CC(=CC1)P(C=2C=CC=CC2)C3=CC=C4C=CC=CC4=C3C5=C6C=CC=CC6=CC=C5P(C=7C=CC=CC7)C=8C=CC=CC8 (BINAP). The product is C1=NC=C(C2=CC=CC=C12)N1CCC(CC1)CCO (2-[1-(4-Isoquinolyl)-4-piperidyl]ethanol). Isolated yield 65.7%. RXN SMILES: Br[C:2]1[C:11]2[C:6](=[CH:7][CH:8]=[CH:9][CH:10]=2)[CH:5]=[N:4][CH:3]=1.[NH:12]1[CH2:17][CH2:16][CH:15]([CH2:18][CH2:19][OH:20])[CH2:14][CH2:13]1.CC(C)([O-])C.[Na+]>C1C=CC(/C=C/C(/C=C/C2C=CC=CC=2)=O)=CC=1.C1C=CC(/C=C/C(/C=C/C2C=CC=CC=2)=O)=CC=1.C1C=CC(/C=C/C(/C=C/C2C=CC=CC=2)=O)=CC=1.[Pd].[Pd].C1C=CC(P(C2C(C3C(P(C4C=CC=CC=4)C4C=CC=CC=4)=CC=C4C=3C=CC=C4)=C3C(C=CC=C3)=CC=2)C2C=CC=CC=2)=CC=1>[CH:5]1[C:6]2[C:11](=[CH:10][CH:9]=[CH:8][CH:7]=2)[C:2]([N:12]2[CH2:17][CH2:16][CH:15]([CH2:18][CH2:19][OH:20])[CH2:14][CH2:13]2)=[CH:3][N:4]=1 |f:2.3,4.5.6.7.8|. Procedure: The process is performed according to the protocol described in Example 2 (step 2.1). Starting with 1 g (4.81 mmol) of 4-bromoisoquinoline, 0.683 g (5.29 mmol) of 2-(4-piperidyl)ethanol, 1.11 g (11.50 mmol) of sodium tert-butoxide, 0.090 g (0.144 mmol) of BINAP and 0.044 g (0.048 mmol) of tris(dibenzylideneacetone)dipalladium, and after chromatography on silica gel, eluting with a 97/3 and then 95/5 mixture of dichloromethane and methanol, 0.810 g of product is obtained in the form of a viscous ... Reactants: Cl.ClCCNC1=CC=NC2=CC(=CC=C12)Cl (N-(2-chloroethyl)-7-chloro-4-quinolinamine hydrochloride). The solvent is C(C)#N (acetonitrile). Product: ClC1=CC=C2C(=CC=NC2=C1)NCCN1C(CCCC1)C ((RS)-(7-Chloro-quinolin-4-yl)-[2-(2-methyl-piperidin-1-yl) -ethyl]-amine). RXN SMILES: Cl.Cl[CH2:3][CH2:4][NH:5][C:6]1[C:15]2[C:10](=[CH:11][C:12]([Cl:16])=[CH:13][CH:14]=2)[N:9]=[CH:8][CH:7]=1>C(#N)C>[Cl:16][C:12]1[CH:11]=[C:10]2[C:15]([C:6]([NH:5][CH2:4][CH2:3][N:9]3[CH2:8][CH2:7][CH2:6][CH2:15][CH:10]3[CH3:11])=[CH:7][CH:8]=[N:9]2)=[CH:14][CH:13]=1 |f:0.1|. Procedure details: 1.4 g from 2.5 g of N-(2-chloroethyl)-7-chloro-4-quinolinamine hydrochloride; colourless crystals from acetonitrile, m.p.: 133°-134° C. The reactants are C(=S)(N1C=NC=C1)N1C=NC=C1 (1,1'-thiocarbonyldiimidazole), NCCCNC1CCN(CC1)CC[C@H](CN(C(C1=CC=CC=C1)=O)C)C1=CC(=C(C=C1)Cl)Cl ((S)-N-[4-[4-(3-aminopropylamino)-piperidino]-2-(3,4-dichlorophenyl)butyl]-N-methylbenzamide). Conditions: time 8 hour. Yields the product Cl.Cl.ClC=1C=C(C=CC1Cl)[C@@H](CN(C(C1=CC=CC=C1)=O)C)CCN1CCC(CC1)N1C(NCCC1)=S ((S)-N-[2-(3,4-Dichlorophenyl)-4-[4-(2-thioxoperhydropyrimidin-1-yl)piperidino]butyl]-N-methylbenzamide dihydrochloride). As a reaction SMILES: [C:1]([N:8]1[CH:12]=[CH:11]N=[CH:9]1)([N:3]1[CH:7]=[CH:6]N=C1)=[S:2].NCCCNC1C[CH2:22][N:21]([CH2:24][CH2:25][C@@H:26]([C:38]2[CH:43]=[CH:42][C:41]([Cl:44])=[C:40]([Cl:45])[CH:39]=2)[CH2:27][N:28]([CH3:37])[C:29](=[O:36])[C:30]2[CH:35]=[CH:34][CH:33]=[CH:32][CH:31]=2)[CH2:20][CH2:19]1>>[ClH:44].[ClH:44].[Cl:45][C:40]1[CH:39]=[C:38]([C@H:26]([CH2:25][CH2:24][N:21]2[CH2:22][CH2:11][CH:12]([N:8]3[CH2:9][CH2:6][CH2:7][NH:3][C:1]3=[S:2])[CH2:19][CH2:20]2)[CH2:27][N:28]([CH3:37])[C:29](=[O:36])[C:30]2[CH:31]=[CH:32][CH:33]=[CH:34][CH:35]=2)[CH:43]=[CH:42][C:41]=1[Cl:44] |f:2.3.4|. Procedure details: Using the procedure of Example 3, replacing 1,1'-carbonyldiimidazole by 1,1'-thiocarbonyldiimidazole, replacing (S)-N-[4-[4-(2-aminoethylamino)piperidino]-2-(3,4-dichlorophenyl)butyl]-N-methylbenzamide by (S)-N-[4-[4-(3-aminopropylamino)-piperidino]-2-(3,4-dichlorophenyl)butyl]-N-methylbenzamide, and stirring overnight at room temperature instead of reflux, the title compound was obtained as a white solid; MS: m/z=533(M+1); Analysis for C27H34Cl2N4OS.2.30 HCl.0.10 (C2H5)2O: Calculated: C, 52.67;... Reactants: CO, COC(C)OCN(c1onc(C)c1Cl)S(=O)(=O)c1c(Cc2ccc3c(c2)OCO3)sc2ncccc12, Cl. The product is Cc1noc(NS(=O)(=O)c2c(Cc3ccc4c(c3)OCO4)sc3ncccc23)c1Cl. As a reaction SMILES: [CH3:38][OH:39].[Cl:1][c:2]1[c:3]([CH3:36])[n:4][o:5][c:6]1[N:7]([S:8](=[O:9])(=[O:10])[c:11]1[c:12]([CH2:20][c:21]2[cH:22][c:23]3[c:24]([cH:25][cH:26]2)[O:27][CH2:28][O:29]3)[s:13][c:14]2[n:15][cH:16][cH:17][cH:18][c:19]12)[CH2:30][O:31][CH:32]([O:33][CH3:34])[CH3:35].[ClH:37]>>[Cl:1][c:2]1[c:3]([CH3:36])[n:4][o:5][c:6]1[NH:7][S:8](=[O:9])(=[O:10])[c:11]1[c:12]([CH2:20][c:21]2[cH:22][c:23]3[c:24]([cH:25][cH:26]2)[O:27][CH2:28][O:29]3)[s:13][c:14]2[n:15][cH:16][cH:17][cH:18][c:19]12. Starting materials: C(=O)([O-])[O-].[Na+].[Na+] (Na2CO3), aqueous solution, COC=1C=NC=C(C1)B(O)O (3-methoxy-5-pyridineboronic acid), BrC1=CC=2N(C=C1)N=C(N2)NC(=O)NCC (1-(7-bromo-[1,2,4]triazolo[1,5-a]pyridin-2-yl)-3-ethyl-urea). Reagents/catalysts: C1=CC=C(C=C1)P([C-]2C=CC=C2)C3=CC=CC=C3.C1=CC=C(C=C1)P([C-]2C=CC=C2)C3=CC=CC=C3.Cl[Pd]Cl.[Fe+2] (Pd(dppf)Cl2). Solvent: O1CCOCC1 (dioxane). The product is C(C)NC(=O)NC1=NN2C(C=C(C=C2)C=2C=NC(=CC2)OC)=N1 (1-Ethyl-3-[7-(6-methoxy-pyridin-3-yl)-[1,2,4]triazolo[1,5-a]pyridin-2-yl]-urea). RXN SMILES: Br[C:2]1[CH:7]=[CH:6][N:5]2[N:8]=[C:9]([NH:11][C:12]([NH:14][CH2:15][CH3:16])=[O:13])[N:10]=[C:4]2[CH:3]=1.[C:17]([O-:20])([O-])=O.[Na+].[Na+].CO[C:25]1[CH:26]=[N:27][CH:28]=[C:29](B(O)O)[CH:30]=1>O1CCOCC1.C1C=CC(P(C2C=CC=CC=2)[C-]2C=CC=C2)=CC=1.C1C=CC(P(C2C=CC=CC=2)[C-]2C=CC=C2)=CC=1.Cl[Pd]Cl.[Fe+2]>[CH2:15]([NH:14][C:12]([NH:11][C:9]1[N:10]=[C:4]2[CH:3]=[C:2]([C:25]3[CH:26]=[N:27][C:28]([O:20][CH3:17])=[CH:29][CH:30]=3)[CH:7]=[CH:6][N:5]2[N:8]=1)=[O:13])[CH3:16] |f:1.2.3,6.7.8.9|. Reported procedure: Compound 4, prepared as in Example 1, (120 mg, 0.42 mmol) was dissolved in dioxane (5 mL), to which was added Na2CO3 (0.50 mL of a 2 M aqueous solution) and 3-methoxy-5-pyridineboronic acid (107 mg, 0.70 mmol). Pd(dppf)Cl2 (38 mg) was added last, and the mixture heated under nitrogen at reflux for 15 h. The reaction solvent was removed and the residue filtered through a plug of silica gel (gradient 2-5% MeOH/CH2Cl2 as eluant) to give a solid which was triturated with Et2O. 1-Ethyl-3-[7-(6-methox... Starting materials: [Al+3], Cc1c[nH]c(C)c1, CCOC(C)=O, [Cl-], [Cl-], [Cl-], O=C(Cl)c1cccnc1Cl, ClCCl. Yields the product Cc1cc(C)c(C(=O)c2cccnc2Cl)[nH]1. Reaction SMILES: [Al+3:12].[CH3:15][c:16]1[nH:17][cH:18][c:19]([CH3:21])[cH:20]1.[CH3:25][CH2:26][O:27][C:28](=[O:29])[CH3:30].[Cl-:11].[Cl-:13].[Cl-:14].[Cl:1][c:2]1[c:3]([C:4](=[O:5])[Cl:6])[cH:7][cH:8][cH:9][n:10]1.[Cl:22][CH2:23][Cl:24]>>[Cl:1][c:2]1[c:3]([C:4](=[O:5])[c:18]2[nH:17][c:16]([CH3:15])[cH:20][c:19]2[CH3:21])[cH:7][cH:8][cH:9][n:10]1. RXN SMILES: [F:1][C:2]1[CH:10]=[CH:9][C:8]([C:11]([OH:13])=O)=[C:7]2[C:3]=1[CH:4]=[CH:5][NH:6]2.[C:14]([C:18]1[CH:34]=[CH:33][C:21]([CH2:22][NH:23][CH2:24][CH2:25][C:26]2[CH:31]=[CH:30][C:29]([F:32])=[CH:28][CH:27]=2)=[CH:20][CH:19]=1)([CH3:17])([CH3:16])[CH3:15].C(Cl)Cl.CCN=C=NCCCN(C)C.Cl>>[C:14]([C:18]1[CH:34]=[CH:33][C:21]([CH2:22][N:23]([CH2:24][CH2:25][C:26]2[CH:31]=[CH:30][C:29]([F:32])=[CH:28][CH:27]=2)[C:11]([C:8]2[CH:9]=[CH:10][C:2]([F:1])=[C:3]3[C:7]=2[NH:6][CH:5]=[CH:4]3)=[O:13])=[CH:20][CH:19]=1)([CH3:17])([CH3:15])[CH3:16] |f:3.4|. Reactants: FC1=C2C=CNC2=C(C=C1)C(=O)O (4-fluoro-1H-indole-7-carboxylic acid), C(C)(C)(C)C1=CC=C(CNCCC2=CC=C(C=C2)F)C=C1 ((4-tert-butyl-benzyl)-[2-(4-fluoro-phenyl)-ethyl]-amine), C(Cl)Cl (DCM), CCN=C=NCCCN(C)C.Cl (EDC.HCl). Procedure: To a solution of 59 mg (0.33 mmol) of 4-fluoro-1H-indole-7-carboxylic acid and 86 mg (0.3 mmol) of (4-tert-butyl-benzyl)-[2-(4-fluoro-phenyl)-ethyl]-amine in 3 ml DCM 63 mg (0.33 mmol) of EDC.HCl were added and the reaction mixture was stirred over night at rt. The product was purified by column chromatography (20 g silica gel; heptane/EtOAc 4:1) to yield 96 mg (72%) product as a colorless viscous oil. MS (ISP) 447.4 (M+H)+. Yield: 71.7%. The product is C(C)(C)(C)C1=CC=C(CN(C(=O)C=2C=CC(=C3C=CNC23)F)CCC2=CC=C(C=C2)F)C=C1 (4-Fluoro-1H-indole-7-carboxylic acid (4-tert-butyl-benzyl)-[2-(4-fluoro-phenyl)-ethyl]-amide). Starting materials: C1CCOC1, OCCCN1CCCCC1, O=C(c1cc2cc(O)ccc2[nH]1)N1CCOCC1. Yields the product O=C(c1cc2cc(OCCCN3CCCCC3)ccc2[nH]1)N1CCOCC1. RXN SMILES: [CH2:29]1[O:30][CH2:31][CH2:32][CH2:33]1.[N:19]1([CH2:25][CH2:26][CH2:27][OH:28])[CH2:20][CH2:21][CH2:22][CH2:23][CH2:24]1.[OH:1][c:2]1[cH:3][c:4]2[cH:5][c:6]([C:11](=[O:12])[N:13]3[CH2:14][CH2:15][O:16][CH2:17][CH2:18]3)[nH:7][c:8]2[cH:9][cH:10]1>>[O:1]([c:2]1[cH:3][c:4]2[cH:5][c:6]([C:11](=[O:12])[N:13]3[CH2:14][CH2:15][O:16][CH2:17][CH2:18]3)[nH:7][c:8]2[cH:9][cH:10]1)[CH2:27][CH2:26][CH2:25][N:19]1[CH2:20][CH2:21][CH2:22][CH2:23][CH2:24]1.